From a dataset of the Open Reaction Database (ORD), a public repository of structured organic reaction records. describe an organic reaction: reactants, conditions, products, and yield The reactants are hydroxypyrrolone ester, C(C)(=O)OC(C)=O.N1=CC=CC=C1 (acetic anhydride pyridine), CS(=O)C.[Cl-].[Na+].O (dimethyl sulfoxide sodium chloride water), substituted N-carbobenzoxy-L-alanine, diazo ketone, hydroxyl, hydroxypyrrolone ester, N=1C(C=CC1)=O (pyrrolone), triene, amino ester. Reagents/catalysts: 4-N,N-dimethylaminopyridine, [Ag]=O.CO (silver oxide methanol), [Pd] (Pd/C). Run at time 1.5 hour. Product: Methyl L-3-amino-(substituted phenyl)butyrate, C(C)(=O)O.C(C)(=O)N1C(CC=C1)=O (N-acetyl pyrrolone acetate). As a reaction SMILES: [N:1]1[C:2](=[O:6])[CH:3]=[CH:4][CH:5]=1.[C:7]([O:10][C:11](=[O:13])[CH3:12])(=[O:9])[CH3:8].N1C=CC=CC=1.CS(C)=O.[Cl-].[Na+].O>[Ag]=O.CO.[Pd]>[C:7]([OH:10])(=[O:9])[CH3:8].[C:2]([N:1]1[CH:5]=[CH:4][CH2:12][C:11]1=[O:13])(=[O:6])[CH3:3] |f:1.2,3.4.5.6,7.8,10.11|. Procedure details: A pyrrolone to act as a dienophile for cycloaddition to the triene 15 is prepared as follows. Methyl L-3-amino-(substituted phenyl)butyrate 16 is prepared from the appropriately substituted N-carbobenzoxy-L-alanine by Arndt-Eistert homologation, via the silver oxide-methanol rearrangement of the diazo ketone, followed by 10% Pd/C hydrogenolysis. The amino ester 16 is converted into the hydroxypyrrolone ester 17 by the method of Southwick, P. L., and R. T. Crouch, J. Am. Chem. Soc. 75:3413 (1953)...